The task is: describe an organic reaction: reactants, conditions, products, and yield. This data is from the Open Reaction Database (ORD), a public repository of structured organic reaction records. Starting materials: F[B-](F)(F)F, Cc1ccc(CCNCc2ccc(C(C)(C)C)cc2)cc1, CCN(C(C)C)C(C)C, CN(C)C=O, O, CN(C)C(On1nnc2ccccc21)=[N+](C)C, O=C(O)c1cccc2cc[nH]c12. Yields the product Cc1ccc(CCN(Cc2ccc(C(C)(C)C)cc2)C(=O)c2cccc3cc[nH]c23)cc1. As a reaction SMILES: [B-:13]([F:14])([F:15])([F:16])[F:17].[C:44]([CH3:45])([CH3:46])([CH3:47])[c:48]1[cH:49][cH:50][c:51]([CH2:52][NH:53][CH2:54][CH2:55][c:56]2[cH:57][cH:58][c:59]([CH3:62])[cH:60][cH:61]2)[cH:63][cH:64]1.[CH:35]([N:36]([CH2:37][CH3:38])[CH:39]([CH3:40])[CH3:41])([CH3:42])[CH3:43].[O:65]=[CH:66][N:67]([CH3:68])[CH3:69].[OH2:70].[n:18]1([O:19][C:20]([N:21]([CH3:22])[CH3:23])=[N+:24]([CH3:25])[CH3:26])[c:27]2[cH:28][cH:29][cH:30][cH:31][c:32]2[n:33][n:34]1.[nH:1]1[cH:2][cH:3][c:4]2[cH:5][cH:6][cH:7][c:8]([C:10](=[O:11])[OH:12])[c:9]12>>[nH:1]1[cH:2][cH:3][c:4]2[cH:5][cH:6][cH:7][c:8]([C:10](=[O:12])[N:53]([CH2:52][c:51]3[cH:50][cH:49][c:48]([C:44]([CH3:45])([CH3:46])[CH3:47])[cH:64][cH:63]3)[CH2:54][CH2:55][c:56]3[cH:57][cH:58][c:59]([CH3:62])[cH:60][cH:61]3)[c:9]12. RXN SMILES: I[C:2]1[CH:7]=[CH:6][C:5]([O:8][C:9](=[O:18])[N:10]([CH3:17])[C:11]2[CH:16]=[CH:15][CH:14]=[CH:13][CH:12]=2)=[CH:4][CH:3]=1.[CH2:19]([NH:26][S:27]([C:30]1[CH:35]=[CH:34][C:33](B(O)O)=[CH:32][CH:31]=1)(=[O:29])=[O:28])[C:20]1[CH:25]=[CH:24][CH:23]=[CH:22][CH:21]=1>>[CH2:19]([NH:26][S:27]([C:30]1[CH:35]=[CH:34][C:33]([C:2]2[CH:7]=[CH:6][C:5]([O:8][C:9](=[O:18])[N:10]([CH3:17])[C:11]3[CH:16]=[CH:15][CH:14]=[CH:13][CH:12]=3)=[CH:4][CH:3]=2)=[CH:32][CH:31]=1)(=[O:28])=[O:29])[C:20]1[CH:21]=[CH:22][CH:23]=[CH:24][CH:25]=1. Starting materials: IC1=CC=C(C=C1)OC(N(C1=CC=CC=C1)C)=O (methyl-phenyl-carbamic acid 4-iodo-phenyl ester), C(C1=CC=CC=C1)NS(=O)(=O)C1=CC=C(C=C1)B(O)O (4-benzylsulfamoylbenzeneboronic acid). Product: C(C1=CC=CC=C1)NS(=O)(=O)C1=CC=C(C=C1)C1=CC=C(C=C1)OC(N(C1=CC=CC=C1)C)=O (Methyl-phenyl-carbamic acid 4′-benzylsulfamoyl-biphenyl-4-yl ester). Reported procedure: The title compound was prepared from methyl-phenyl-carbamic acid 4-iodo-phenyl ester and 4-benzylsulfamoylbenzeneboronic acid. The crude product was purified by preparative HPLC (Gilson) (35%, pink crystals). The reactants are C#CCC(NC(=O)OC(C)(C)C)c1nc2cc(Cl)ccc2c(=O)n1Nc1ccccc1, CO, Cl, C1COCCO1. Product: C#CCC(N)c1nc2cc(Cl)ccc2c(=O)n1Nc1ccccc1. Reaction SMILES: [C:1]([O:2][C:3](=[O:4])[NH:7][CH:8]([CH2:9][C:10]#[CH:11])[c:12]1[n:13][c:14]2[cH:15][c:16]([Cl:30])[cH:17][cH:18][c:19]2[c:20](=[O:29])[n:21]1[NH:22][c:23]1[cH:24][cH:25][cH:26][cH:27][cH:28]1)([CH3:5])([CH3:6])[CH3:31].[CH3:33][OH:34].[ClH:32].[O:35]1[CH2:36][CH2:37][O:38][CH2:39][CH2:40]1>>[NH2:7][CH:8]([CH2:9][C:10]#[CH:11])[c:12]1[n:13][c:14]2[cH:15][c:16]([Cl:30])[cH:17][cH:18][c:19]2[c:20](=[O:29])[n:21]1[NH:22][c:23]1[cH:24][cH:25][cH:26][cH:27][cH:28]1. Reactants: COC1=CC=C(CNC(=O)C2=CC=C(C=C2)C2=C(C=CC(=C2)C=2OC(=NN2)C)C)C=C1 (N-(4-methoxybenzyl)-2′-methyl-5′-(5-methyl-1,3,4-oxadiazol-2-yl)-1,1′-biphenyl-4-carboxamide), ICC (iodoethane). Product: C(C)N(C(=O)C1=CC=C(C=C1)C1=C(C=CC(=C1)C=1OC(=NN1)C)C)CC1=CC=C(C=C1)OC (N-Ethyl-N-(4-methoxybenzyl)-2′-methyl-5′-(5-methyl- 1,3,4-oxadiazol-2-yl)-1,1′-biphenyl-4-carboxamide). Reaction SMILES: [CH3:1][O:2][C:3]1[CH:31]=[CH:30][C:6]([CH2:7][NH:8][C:9]([C:11]2[CH:16]=[CH:15][C:14]([C:17]3[CH:22]=[C:21]([C:23]4[O:24][C:25]([CH3:28])=[N:26][N:27]=4)[CH:20]=[CH:19][C:18]=3[CH3:29])=[CH:13][CH:12]=2)=[O:10])=[CH:5][CH:4]=1.I[CH2:33][CH3:34]>>[CH2:33]([N:8]([CH2:7][C:6]1[CH:5]=[CH:4][C:3]([O:2][CH3:1])=[CH:31][CH:30]=1)[C:9]([C:11]1[CH:12]=[CH:13][C:14]([C:17]2[CH:22]=[C:21]([C:23]3[O:24][C:25]([CH3:28])=[N:26][N:27]=3)[CH:20]=[CH:19][C:18]=2[CH3:29])=[CH:15][CH:16]=1)=[O:10])[CH3:34]. Procedure details: N-Ethyl-N-(4-methoxybenzyl)-2′-methyl-5′-(5-methyl- 1,3,4-oxadiazol-2-yl)-1,1′-biphenyl-4-carboxamide was prepared from N-(4-methoxybenzyl)-2′-methyl-5′-(5-methyl-1,3,4-oxadiazol-2-yl)-1,1′-biphenyl-4-carboxamide and iodoethane using method L. NMR; δH [2H6]—DMSO 7.89,(1H, d), 7.75,(1H, s), 7.55-7.47,(5H, m), 7.30,(1H, m), 6.92,(2H, d), 4.64-4.45,(2H, m), 3.74,(3H, s), 3.34-3.16,(2H, m), 2.55,(3H, s), 2.31,(3H, s), 1.05,(3H, b). LCMS; retention time 3.54 min, MH+ 442.